This data is from the Open Reaction Database (ORD), a public repository of structured organic reaction records. The task is: describe an organic reaction: reactants, conditions, products, and yield Starting materials: O=S(=O)(O)Cl, ClCCl, Cc1ccc(S(=O)(=O)CCOC(=O)COc2cc(C)cc(C(C)C)c2)cc1. The product is Cc1ccc(S(=O)(=O)CCOC(=O)COc2cc(C)c(S(=O)(=O)Cl)c(C(C)C)c2)cc1. RXN SMILES: [Cl:28][S:29](=[O:30])(=[O:31])[OH:32].[Cl:33][CH2:34][Cl:35].[c:1]1([CH3:27])[cH:2][cH:3][c:4]([S:7](=[O:8])(=[O:9])[CH2:10][CH2:11][O:12][C:13]([CH2:14][O:15][c:16]2[cH:17][c:18]([CH:23]([CH3:24])[CH3:25])[cH:19][c:20]([CH3:22])[cH:21]2)=[O:26])[cH:5][cH:6]1>>[c:1]1([CH3:27])[cH:2][cH:3][c:4]([S:7](=[O:8])(=[O:9])[CH2:10][CH2:11][O:12][C:13]([CH2:14][O:15][c:16]2[cH:17][c:18]([CH:23]([CH3:24])[CH3:25])[c:19]([S:29]([Cl:28])(=[O:30])=[O:31])[c:20]([CH3:22])[cH:21]2)=[O:26])[cH:5][cH:6]1. Reactants: CC(C=O)CC=C (2-Methyl-4-pentenal), C(C=C)N (allylamine), C(C)OC(C(CC=C)C)=O (2-methyl-pent-4-enoic acid ethyl ester), CC(C)C[AlH]CC(C)C (DIBAL), C(C=C)N=CC(CC=C)C (Allyl-(2-methyl-pent-4-enylidene)-amine), [BH4-].[Na+] (NaBH4). Run in C(Cl)Cl (CH2Cl2), CO (MeOH). The product is C(C=C)NCC(CC=C)C (allyl-(2-methyl-pent-4-enyl)-amine). Isolated yield 46.0%. As a reaction SMILES: C(OC(=O)C(C)CC=C)C.CC(C[AlH]CC(C)C)C.CC(CC=C)C=O.C(N)C=C.[CH2:31]([N:34]=[CH:35][CH:36]([CH3:40])[CH2:37][CH:38]=[CH2:39])[CH:32]=[CH2:33].[BH4-].[Na+]>C(Cl)Cl.CO>[CH2:31]([NH:34][CH2:35][CH:36]([CH3:40])[CH2:37][CH:38]=[CH2:39])[CH:32]=[CH2:33] |f:5.6|. Reported procedure: To a solution of 2-methyl-pent-4-enoic acid ethyl ester (7.1 g, 50 mmol) was added dropwise a solution of DIBAL (1.0 M in hexanes, 75 ml) at −78 C over 1.0 h. After the addition, the reaction mixture was stirred at −78 C for another hour. The reaction was quenched with saturated NH4Cl (10 ml) and 4% HCl, then was extracted with EtOAc (3×100 ml). The combined organic extracts were dried with MgSO4, filtered, concentrated by rotary evaporation and the crude reaction product was used in the next re... The reactants are CC(C)OC1CN(C(=O)OC(C)(C)C)CCC1NCc1ccccc1, CO, [OH-], [OH-], [Pd+2]. Product: CC(C)OC1CN(C(=O)OC(C)(C)C)CCC1N. As a reaction SMILES: [CH2:1]([c:2]1[cH:3][cH:4][cH:5][cH:6][cH:7]1)[NH:8][CH:9]1[CH:10]([O:22][CH:23]([CH3:24])[CH3:25])[CH2:11][N:12]([C:15](=[O:16])[O:17][C:18]([CH3:19])([CH3:20])[CH3:21])[CH2:13][CH2:14]1.[CH3:26][OH:27].[OH-:28].[OH-:30].[Pd+2:29]>>[NH2:8][CH:9]1[CH:10]([O:22][CH:23]([CH3:24])[CH3:25])[CH2:11][N:12]([C:15](=[O:16])[O:17][C:18]([CH3:19])([CH3:20])[CH3:21])[CH2:13][CH2:14]1. The reactants are O[C@H]1CN(CC1)C=1C=2N(C=CN1)N=C(N2)NC2=CC=C1C(C(NC1=C2)=O)(C)C (6-[8-((R)-3-hydroxy-pyrrolidin-1-yl)-[1,2,4]triazolo[1,5-a]pyrazin-2-ylamino]-3,3-dimethyl-1,3-dihydro-indol-2-one), O[C@@H]1CNCC1 ((S)-3-hydroxy-pyrrolidin). The product is O[C@@H]1CN(CC1)C=1C=2N(C=CN1)N=C(N2)NC2=CC=C1C(C(NC1=C2)=O)(C)C (6-[8-((S)-3-hydroxy-pyrrolidin-1-yl)-[1,2,4]triazolo[1,5-a]pyrazin-2-ylamino]-3,3-dimethyl-1,3-dihydro-indol-2-one). As a reaction SMILES: [OH:1][C@@H:2]1[CH2:6][CH2:5][N:4]([C:7]2[C:8]3[N:9]([N:13]=[C:14]([NH:16][C:17]4[CH:25]=[C:24]5[C:20]([C:21]([CH3:28])([CH3:27])[C:22](=[O:26])[NH:23]5)=[CH:19][CH:18]=4)[N:15]=3)[CH:10]=[CH:11][N:12]=2)[CH2:3]1.O[C@H]1CCNC1>>[OH:1][C@H:2]1[CH2:6][CH2:5][N:4]([C:7]2[C:8]3[N:9]([N:13]=[C:14]([NH:16][C:17]4[CH:25]=[C:24]5[C:20]([C:21]([CH3:28])([CH3:27])[C:22](=[O:26])[NH:23]5)=[CH:19][CH:18]=4)[N:15]=3)[CH:10]=[CH:11][N:12]=2)[CH2:3]1. Reported procedure: The compound is synthesized using the procedure described for 6-[8-((R)-3-hydroxy-pyrrolidin-1-yl)-[1,2,4]triazolo[1,5-a]pyrazin-2-ylamino]-3,3-dimethyl-1,3-dihydro-indol-2-one with (S)-3-hydroxy-pyrrolidin as nuceophile. Reactants: O (water), [OH-].[Li+] (lithium hydroxide), C(C)N(C(COC1=CC=C(C=C1)CCOC1=C(C(=O)OC)C=CC=C1)=O)CC1=C(C=CC=C1)F (Methyl 2-[2-(4-{2-[ethyl(2-fluorobenzyl)amino]-2-oxoethoxy}phenyl)ethoxy]benzoate). The solvent is C1CCOC1 (THF). Run at temperature 150 celsius. Yields the product C(C)N(C(COC1=CC=C(C=C1)CCOC1=C(C(=O)O)C=CC=C1)=O)CC1=C(C=CC=C1)F (2-[2-(4-{2-[ethyl(2-fluorobenzyl)amino]-2-oxoethoxy}phenyl)ethoxy]benzoic acid). The yield is 308.2%. As a reaction SMILES: [CH2:1]([N:3]([CH2:27][C:28]1[CH:33]=[CH:32][CH:31]=[CH:30][C:29]=1[F:34])[C:4](=[O:26])[CH2:5][O:6][C:7]1[CH:12]=[CH:11][C:10]([CH2:13][CH2:14][O:15][C:16]2[CH:25]=[CH:24][CH:23]=[CH:22][C:17]=2[C:18]([O:20]C)=[O:19])=[CH:9][CH:8]=1)[CH3:2].O.[OH-].[Li+]>C1COCC1>[CH2:1]([N:3]([CH2:27][C:28]1[CH:33]=[CH:32][CH:31]=[CH:30][C:29]=1[F:34])[C:4](=[O:26])[CH2:5][O:6][C:7]1[CH:8]=[CH:9][C:10]([CH2:13][CH2:14][O:15][C:16]2[CH:25]=[CH:24][CH:23]=[CH:22][C:17]=2[C:18]([OH:20])=[O:19])=[CH:11][CH:12]=1)[CH3:2] |f:2.3|. Reported procedure: Methyl 2-[2-(4-{2-[ethyl(2-fluorobenzyl)amino]-2-oxoethoxy}phenyl)ethoxy]benzoate (0.200 g, 0.115 mmol) was dissolved in 3 ml THF in a Smith synthesiser vial and then 1.5 ml water and lithium hydroxide (0.032 g, 1.335 mmol) were added to the vial. The vial was capped and put in the microwave oven (Smith synthesiser). The reaction was then heated to 150° C. for 6 minutes. According to LC-MS the reaction was complete. The solvent was evaporated. The residue was dissolved in diethyl ether (30 ml) a... Starting materials: ice, O1C(=CC=C1)C=1C2=C3N(C4=C(N1)C=CC=C4)CCC3=CC=C2 (1,2-dihydro-6-furylindolo[1,7-ab][1,5]benzodiazepine), C(C)O.C1CCOC1 (ethanol THF), [BH4-].[Na+] (NaBH4). Solvent: O (water). Run at temperature 0 celsius, time 1.5 hour. Product: O1C(=CC=C1)C1C2=C3N(C4=C(N1)C=CC=C4)CCC3=CC=C2 (6-furyl-1,2,6,7-tetrahydroindolo[1,7-ab][1,5]benzodiazepine). RXN SMILES: [O:1]1[CH:5]=[CH:4][CH:3]=[C:2]1[C:6]1[C:7]2[CH:22]=[CH:21][CH:20]=[C:19]3[C:8]=2[N:9]([CH2:17][CH2:18]3)[C:10]2[CH:16]=[CH:15][CH:14]=[CH:13][C:11]=2[N:12]=1.C(O)C.C1COCC1.[BH4-].[Na+]>O>[O:1]1[CH:5]=[CH:4][CH:3]=[C:2]1[CH:6]1[NH:12][C:11]2[CH:13]=[CH:14][CH:15]=[CH:16][C:10]=2[N:9]2[CH2:17][CH2:18][C:19]3=[CH:20][CH:21]=[CH:22][C:7]1=[C:8]23 |f:1.2,3.4|. Procedure: An ice cold solution of 8.88 g of 1,2-dihydro-6-furylindolo[1,7-ab][1,5]benzodiazepine (HCl salt) in 100 ml 3:1 absolute ethanol-THF is treated portionwise with 2.5 g NaBH4 added at such a rate as to minimize foaming. After stirring for 1.5 hours at 0° C., water is added dropwise and the product is partitioned in CH2Cl2 -water. The aqueous phase is extracted with CH2Cl2 and the combined organic portions are washed with brine, dried over K2CO3, and concentrated to an oil which solidifies upon sta...